From a dataset of the Open Reaction Database (ORD), a public repository of structured organic reaction records. describe an organic reaction: reactants, conditions, products, and yield The reactants are COC1=C(C=CC=C1)S(=O)(=O)NC=1C=C(C(=O)NC2=CC=C(C(=O)O)C=C2)C=CC1 (4-[3-(2-Methoxy-benzenesulfonylamino)-benzoylamino]-benzoic acid), COC1=C(C=CC=C1)S(=O)(=O)Cl (2-methoxy-benzenesulfonyl chloride). Product: C(C)OC(C1=CC=C(C=C1)NC(C1=CC(=CC=C1)NS(=O)(=O)C1=C(C=CC=C1)OC)=O)=O (4-[3-(2-methoxy-benzenesulfonylamino)-benzoylamino]-benzoic acid ethyl ester). As a reaction SMILES: [CH3:1][O:2][C:3]1[CH:8]=[CH:7][CH:6]=[CH:5][C:4]=1[S:9]([NH:12][C:13]1[CH:14]=[C:15]([CH:28]=[CH:29][CH:30]=1)[C:16]([NH:18][C:19]1[CH:27]=[CH:26][C:22]([C:23]([OH:25])=[O:24])=[CH:21][CH:20]=1)=[O:17])(=[O:11])=[O:10].CO[C:33]1C=CC=C[C:34]=1S(Cl)(=O)=O>>[CH2:33]([O:24][C:23](=[O:25])[C:22]1[CH:21]=[CH:20][C:19]([NH:18][C:16](=[O:17])[C:15]2[CH:28]=[CH:29][CH:30]=[C:13]([NH:12][S:9]([C:4]3[CH:5]=[CH:6][CH:7]=[CH:8][C:3]=3[O:2][CH3:1])(=[O:11])=[O:10])[CH:14]=2)=[CH:27][CH:26]=1)[CH3:34]. Procedure details: 4-[3-(2-Methoxy-benzenesulfonylamino)-benzoylamino]-benzoic acid, MS (ISP): m/e=425.1 (M−H), was prepared in analogy to example 1, steps A to D. Step C was performed using 2-methoxy-benzenesulfonyl chloride and yielded 4-[3-(2-methoxy-benzenesulfonylamino)-benzoylamino]-benzoic acid ethyl ester, which was hydrolyzed in step D. Starting materials: CNC(=O)c1cccc(F)c1Nc1nc(Cl)ncc1Cl, Nc1ccc2c(c1)NC(=O)CCC2. The product is CNC(=O)c1cccc(F)c1Nc1nc(Nc2ccc3c(c2)NC(=O)CCC3)ncc1Cl. RXN SMILES: [Cl:14][c:15]1[n:16][cH:17][c:18]([Cl:33])[c:19]([NH:21][c:22]2[c:23]([C:24](=[O:25])[NH:26][CH3:27])[cH:28][cH:29][cH:30][c:31]2[F:32])[n:20]1.[NH2:1][c:2]1[cH:3][cH:4][c:5]2[c:6]([cH:13]1)[NH:7][C:8](=[O:12])[CH2:9][CH2:10][CH2:11]2>>[NH:1]([c:2]1[cH:3][cH:4][c:5]2[c:6]([cH:13]1)[NH:7][C:8](=[O:12])[CH2:9][CH2:10][CH2:11]2)[c:15]1[n:16][cH:17][c:18]([Cl:33])[c:19]([NH:21][c:22]2[c:23]([C:24](=[O:25])[NH:26][CH3:27])[cH:28][cH:29][cH:30][c:31]2[F:32])[n:20]1.